describe an organic reaction: reactants, conditions, products, and yield From a dataset of the Open Reaction Database (ORD), a public repository of structured organic reaction records. The reactants are C(C)(=O)NC1(CCNCC1)C1=CC=CC=C1 (4-acetamido-4-phenylpiperidine), C(C1=CC=CC=C1)N1C(OCC(C1)(CCOS(=O)(=O)C)C1=CC(=C(C=C1)Cl)Cl)=O (3-Benzyl-5-(3,4-dichlorophenyl)-5-[2-(methanesul-fonyloxy)ethyl]tetrahydro-2H-1,3-oxazin-2-one), [I-].[K+] (potassium iodide). Yields the product Cl.C(C)(=O)NC1(CCN(CC1)CCC1(CN(C(OC1)=O)CC1=CC=CC=C1)C1=CC(=C(C=C1)Cl)Cl)C1=CC=CC=C1 (5-[2-(4-Acetamido-4-phenylpiperid-1-yl)ethyl]-3-benzyl-5-(3,4-dichlorophenyl)tetrahydro-2H-1,3-oxazin-2-one hydrochloride). As a reaction SMILES: [C:1]([NH:4][C:5]1([C:11]2[CH:16]=[CH:15][CH:14]=[CH:13][CH:12]=2)[CH2:10][CH2:9][NH:8][CH2:7][CH2:6]1)(=[O:3])[CH3:2].[CH2:17]([N:24]1[CH2:29][C:28]([C:37]2[CH:42]=[CH:41][C:40]([Cl:43])=[C:39]([Cl:44])[CH:38]=2)([CH2:30][CH2:31]OS(C)(=O)=O)[CH2:27][O:26][C:25]1=[O:45])[C:18]1[CH:23]=[CH:22][CH:21]=[CH:20][CH:19]=1.[I-].[K+]>CN(C=O)C>[ClH:43].[C:1]([NH:4][C:5]1([C:11]2[CH:16]=[CH:15][CH:14]=[CH:13][CH:12]=2)[CH2:6][CH2:7][N:8]([CH2:31][CH2:30][C:28]2([C:37]3[CH:42]=[CH:41][C:40]([Cl:43])=[C:39]([Cl:44])[CH:38]=3)[CH2:27][O:26][C:25](=[O:45])[N:24]([CH2:17][C:18]3[CH:19]=[CH:20][CH:21]=[CH:22][CH:23]=3)[CH2:29]2)[CH2:9][CH2:10]1)(=[O:3])[CH3:2] |f:2.3,5.6|. Reported procedure: This compound is prepared by the procedure described in step D of EXAMPLE 1 from 2.77 g of 4-acetamido-4-phenylpiperidine, 1.7 g of the compound obtained in step C of EXAMPLE 1 and 0.61 g of potassium iodide in 10 ml of DMF. The residue is chromatographed on silica H using DCM and then a DCM/MeOH mixture (97/3; v/v) as the eluent. The residue is taken up with a saturated solution of gaseous HCl in ether and the solvent is evaporated off under vacuum to give 0.6 g of the expected product after cr... The yield is 52.4%. Run in CN(C)C=O (DMF). Product: CS(=O)(=O)N1CCN(c2nc3nc(Cl)nc(N4CCOCC4)c3s2)CC1. Starting materials: CS(=O)(=O)N1CCNCC1, CC(=O)[O-], CS(=O)(=O)c1nc2nc(Cl)nc(N3CCOCC3)c2s1, ClCCCl, [Na+]. Reaction SMILES: [CH3:21][S:22](=[O:23])(=[O:24])[N:25]1[CH2:26][CH2:27][NH:28][CH2:29][CH2:30]1.[CH3:32][C:33](=[O:34])[O-:35].[Cl:1][c:2]1[n:3][c:4]([N:15]2[CH2:16][CH2:17][O:18][CH2:19][CH2:20]2)[c:5]2[c:6]([n:7]1)[n:8][c:9]([S:11]([CH3:12])(=[O:13])=[O:14])[s:10]2.[Cl:36][CH2:37][CH2:38][Cl:39].[Na+:31]>>[Cl:1][c:2]1[n:3][c:4]([N:15]2[CH2:16][CH2:17][O:18][CH2:19][CH2:20]2)[c:5]2[c:6]([n:7]1)[n:8][c:9]([N:28]1[CH2:27][CH2:26][N:25]([S:22]([CH3:21])(=[O:23])=[O:24])[CH2:30][CH2:29]1)[s:10]2. Reactants: C(O)([O-])=O.[Na+] (sodium hydrogen carbonate), C(C)(=O)O[BH-](OC(C)=O)OC(C)=O.[Na+] (Sodium triacetoxyborohydride), C1(=CC=CC=C1)C1(CCC2(OCCO2)CC1)C=O (8-phenyl-1,4-dioxaspiro[4.5]decane-8-carboxaldehyde), FC(C=1C=C(C=C(C1)C(F)(F)F)CN)(F)F (3,5-bis(trifluoromethyl)benzenemethanamine). Solvent: ClC(C)Cl (dichloroethane). The product is C1(=CC=CC=C1)C1(CCC2(OCCO2)CC1)CNCC1=CC(=CC(=C1)C(F)(F)F)C(F)(F)F (N-[(8-Phenyl-1,4-dioxaspiro[4.5]decan-8-yl)methyl]-3,5-bis(trifluoromethyl) benzenemethanamine). The yield is 47.0%. RXN SMILES: C(O[BH-](OC(=O)C)OC(=O)C)(=O)C.[Na+].[C:15]1([C:21]2([CH:31]=O)[CH2:30][CH2:29][C:24]3([O:28][CH2:27][CH2:26][O:25]3)[CH2:23][CH2:22]2)[CH:20]=[CH:19][CH:18]=[CH:17][CH:16]=1.[F:33][C:34]([F:48])([F:47])[C:35]1[CH:36]=[C:37]([CH2:45][NH2:46])[CH:38]=[C:39]([C:41]([F:44])([F:43])[F:42])[CH:40]=1.C(=O)([O-])O.[Na+]>ClC(Cl)C>[C:15]1([C:21]2([CH2:31][NH:46][CH2:45][C:37]3[CH:38]=[C:39]([C:41]([F:42])([F:43])[F:44])[CH:40]=[C:35]([C:34]([F:33])([F:47])[F:48])[CH:36]=3)[CH2:30][CH2:29][C:24]3([O:25][CH2:26][CH2:27][O:28]3)[CH2:23][CH2:22]2)[CH:20]=[CH:19][CH:18]=[CH:17][CH:16]=1 |f:0.1,4.5|. Procedure details: Sodium triacetoxyborohydride (4.77 g, 22.5 mmol) was added to a solution of 8-phenyl-1,4-dioxaspiro[4.5]decane-8-carboxaldehyde (J. Med. Chem. 1975, 18, 593-599). (1.1 g, 4.5 mmol) and 3,5-bis(trifluoromethyl)benzenemethanamine (1.1 g, 4.5 mmol) in dichloroethane (50 mL) and the mixture was stirred at room temperature overnight. The mixture was poured into saturated aqueous sodium hydrogen carbonate (50 mL) and extracted with ethyl acetate (2×50 mL). The combined organic fractions were washed wi... Starting materials: ClC1=NC(=CC(=C1C(=O)NCC1=CC(=CC=C1)F)C)N1CCOCC1 (2-chloro-N-[(3-fluorophenyl)-methyl]-4-methyl-6-morpholin-4-yl-pyridine-3-carboxylic acid amide), [NH4+].[Cl-] (NH4Cl), Fe(acac)3, C(C)(C)[Mg]Cl (iso-propyl-magnesium-chloride). Run in C1CCOC1.CN1CCCC1=O (THF NMP). Reaction conditions: temperature -30 celsius. Product: FC=1C=C(C=CC1)CNC(=O)C=1C(=NC(=CC1C)N1CCOCC1)C(C)C (N-[(3-Fluorophenyl)-methyl]-2-isopropyl-4-methyl-6-morpholin-4-yl-pyridine-3-carboxylic acid amide). The yield is 36.1%. As a reaction SMILES: Cl[C:2]1[C:7]([C:8]([NH:10][CH2:11][C:12]2[CH:17]=[CH:16][CH:15]=[C:14]([F:18])[CH:13]=2)=[O:9])=[C:6]([CH3:19])[CH:5]=[C:4]([N:20]2[CH2:25][CH2:24][O:23][CH2:22][CH2:21]2)[N:3]=1.[CH:26]([Mg]Cl)([CH3:28])[CH3:27].[NH4+].[Cl-]>C1COCC1.CN1C(=O)CCC1>[F:18][C:14]1[CH:13]=[C:12]([CH2:11][NH:10][C:8]([C:7]2[C:2]([CH:26]([CH3:28])[CH3:27])=[N:3][C:4]([N:20]3[CH2:25][CH2:24][O:23][CH2:22][CH2:21]3)=[CH:5][C:6]=2[CH3:19])=[O:9])[CH:17]=[CH:16][CH:15]=1 |f:2.3,4.5|. Procedure details: A solution of 300 mg (0.83 mmol) 2-chloro-N-[(3-fluorophenyl)-methyl]-4-methyl-6-morpholin-4-yl-pyridine-3-carboxylic acid amide (synthesis is described in section a) of example 9) in THF/NMP (6:1 v/v, 14 ml) was cooled to −30° C. At this temperature were successively added 58 mg (0.16 mmol) Fe(acac)3 and 6 ml (12.0 mmol, 2M in THF) iso-propyl-magnesium-chloride. The RM was then allowed to warm to 0° C. within 1 h. Then sat. aq. NH4Cl sol. was added the mixture was extracted with EtOAc (3×20 ml)... The reactants are FC=1C=CC(=C(C1)[C@@H]1N(CCC1)C1=NC=2N(C=C1)N=CC2C=O)O ((R)-5-(2-(5-fluoro-2-hydroxyphenyl)pyrrolidin-1-yl)pyrazolo[1,5-a]pyrimidine-3-carbaldehyde), BrCCNC(OC(C)(C)C)=O (tert-butyl 2-bromoethylcarbamate), C([O-])([O-])=O.[K+].[K+] (potassium carbonate), CN(C)C=O (DMF). The solvent is C(Cl)Cl (DCM). Conditions: time 8 hour. The product is FC1=CC(=C(OCCNC(OC(C)(C)C)=O)C=C1)[C@@H]1N(CCC1)C1=NC=2N(C=C1)N=CC2C=O ((R)-tert-butyl 2-(4-fluoro-2-(1-(3-formylpyrazolo[1,5-a]pyrimidin-5-yl)pyrrolidin-2-yl)phenoxy)ethylcarbamate). Yield: 86.6%. RXN SMILES: [F:1][C:2]1[CH:3]=[CH:4][C:5]([OH:24])=[C:6]([C@H:8]2[CH2:12][CH2:11][CH2:10][N:9]2[C:13]2[CH:18]=[CH:17][N:16]3[N:19]=[CH:20][C:21]([CH:22]=[O:23])=[C:15]3[N:14]=2)[CH:7]=1.Br[CH2:26][CH2:27][NH:28][C:29](=[O:35])[O:30][C:31]([CH3:34])([CH3:33])[CH3:32].C(=O)([O-])[O-].[K+].[K+].CN(C=O)C>C(Cl)Cl>[F:1][C:2]1[CH:3]=[CH:4][C:5]([O:24][CH2:26][CH2:27][NH:28][C:29](=[O:35])[O:30][C:31]([CH3:34])([CH3:33])[CH3:32])=[C:6]([C@H:8]2[CH2:12][CH2:11][CH2:10][N:9]2[C:13]2[CH:18]=[CH:17][N:16]3[N:19]=[CH:20][C:21]([CH:22]=[O:23])=[C:15]3[N:14]=2)[CH:7]=1 |f:2.3.4|. Procedure: A mixture of (R)-5-(2-(5-fluoro-2-hydroxyphenyl)pyrrolidin-1-yl)pyrazolo[1,5-a]pyrimidine-3-carbaldehyde (159 mg, 0.487 mmol), tert-butyl 2-bromoethylcarbamate (131 mg, 0.585 mmol), potassium carbonate (202 mg, 1.46 mmol) and DMF (1 mL) was combined in a sealed vessel and stirred at ambient temperature overnight and then at 60° C. for 3 hours. After diluting with DCM (20 mL), the reaction was filtered through Celite®, concentrated and purified by reverse-phase column chromatography, eluting with... The reactants are CNC, CC#N, CSc1nc(=O)c(-c2ccc(F)cc2)nn1N. Yields the product CN(C)c1nc(=O)c(-c2ccc(F)cc2)nn1N. Reaction SMILES: [CH3:18][NH:19][CH3:20].[CH3:21][C:22]#[N:23].[NH2:1][n:2]1[n:3][c:4](-[c:11]2[cH:12][cH:13][c:14]([F:17])[cH:15][cH:16]2)[c:5](=[O:10])[n:6][c:7]1[S:8][CH3:9]>>[NH2:1][n:2]1[n:3][c:4](-[c:11]2[cH:12][cH:13][c:14]([F:17])[cH:15][cH:16]2)[c:5](=[O:10])[n:6][c:7]1[N:19]([CH3:18])[CH3:20]. Reactants: CCC(=O)Cl, Cl, COc1cc(OCC2CC2)c(-c2ncnc3c(C(=O)NC4CCCNC4)c[nH]c23)cc1F. Yields the product CCC(=O)N1CCCC(NC(=O)c2c[nH]c3c(-c4cc(F)c(OC)cc4OCC4CC4)ncnc23)C1. Reaction SMILES: [C:34]([CH2:35][CH3:36])(=[O:37])[Cl:38].[ClH:1].[NH:2]1[CH2:3][CH:4]([NH:8][C:9](=[O:10])[c:11]2[cH:12][nH:13][c:14]3[c:15]2[n:16][cH:17][n:18][c:19]3-[c:20]2[c:21]([O:29][CH2:30][CH:31]3[CH2:32][CH2:33]3)[cH:22][c:23]([O:27][CH3:28])[c:24]([F:26])[cH:25]2)[CH2:5][CH2:6][CH2:7]1>>[N:2]1([C:34]([CH2:35][CH3:36])=[O:37])[CH2:3][CH:4]([NH:8][C:9](=[O:10])[c:11]2[cH:12][nH:13][c:14]3[c:15]2[n:16][cH:17][n:18][c:19]3-[c:20]2[c:21]([O:29][CH2:30][CH:31]3[CH2:32][CH2:33]3)[cH:22][c:23]([O:27][CH3:28])[c:24]([F:26])[cH:25]2)[CH2:5][CH2:6][CH2:7]1. Starting materials: [BH4-], CCc1ccc(Cc2cc(C3OC(COC(C)=O)C(OC(C)=O)C(OC(C)=O)C3OC(C)=O)c(CCOCC=O)cc2Cl)cc1, C1CCOC1, CO, [Na+]. The product is CCc1ccc(Cc2cc(C3OC(COC(C)=O)C(OC(C)=O)C(OC(C)=O)C3OC(C)=O)c(CCOCCO)cc2Cl)cc1. As a reaction SMILES: [BH4-:46].[C:1]([CH3:2])(=[O:3])[O:4][CH:5]1[CH:6]([CH2:41][O:42][C:43]([CH3:44])=[O:45])[O:7][CH:8]([c:19]2[c:20]([CH2:35][CH2:36][O:37][CH2:38][CH:39]=[O:40])[cH:21][c:22]([Cl:34])[c:23]([CH2:25][c:26]3[cH:27][cH:28][c:29]([CH2:32][CH3:33])[cH:30][cH:31]3)[cH:24]2)[CH:9]([O:15][C:16]([CH3:17])=[O:18])[CH:10]1[O:11][C:12]([CH3:13])=[O:14].[CH2:50]1[O:51][CH2:52][CH2:53][CH2:54]1.[CH3:48][OH:49].[Na+:47]>>[C:1]([CH3:2])(=[O:3])[O:4][CH:5]1[CH:6]([CH2:41][O:42][C:43]([CH3:44])=[O:45])[O:7][CH:8]([c:19]2[c:20]([CH2:35][CH2:36][O:37][CH2:38][CH2:39][OH:40])[cH:21][c:22]([Cl:34])[c:23]([CH2:25][c:26]3[cH:27][cH:28][c:29]([CH2:32][CH3:33])[cH:30][cH:31]3)[cH:24]2)[CH:9]([O:15][C:16]([CH3:17])=[O:18])[CH:10]1[O:11][C:12]([CH3:13])=[O:14]. Yields the product C[C@@H]1CN(CCN1CC[C@@H]1OCCC2=C1C=CC(=C2)CN2C(OCC2)=O)C2=C1C=CC(=CC1=CC=C2)C#N (5-[(3R)-3-Methyl-4-(2-{(1S)-6-[(2-oxo-1,3-oxazolidin-3-yl)methyl]-3,4-dihydro-1H-2-benzopyran-1-yl}ethyl)piperazinyl]-2-naphthonitrile). Reaction SMILES: O[CH2:2][CH2:3][C@H:4]1[C:9]2[CH:10]=[CH:11][C:12]([CH2:14][N:15]3[CH2:19][CH2:18][O:17][C:16]3=[O:20])=[CH:13][C:8]=2[CH2:7][CH2:6][O:5]1.CS(Cl)(=O)=O.CS(OCC[C@H]1C2C=CC(C(N)=O)=CC=2CCO1)(=O)=O.S([O-])(=O)(=O)C.[C:51]([C:53]1[CH:54]=[C:55]2[C:60](=[CH:61][CH:62]=1)[C:59]([N:63]1[CH2:68][CH2:67][NH:66][C@H:65]([CH3:69])[CH2:64]1)=[CH:58][CH:57]=[CH:56]2)#[N:52]>>[CH3:69][C@H:65]1[N:66]([CH2:2][CH2:3][C@H:4]2[C:9]3[CH:10]=[CH:11][C:12]([CH2:14][N:15]4[CH2:19][CH2:18][O:17][C:16]4=[O:20])=[CH:13][C:8]=3[CH2:7][CH2:6][O:5]2)[CH2:67][CH2:68][N:63]([C:59]2[CH:58]=[CH:57][CH:56]=[C:55]3[C:60]=2[CH:61]=[CH:62][C:53]([C:51]#[N:52])=[CH:54]3)[CH2:64]1. Reported procedure: 3-{[(1S)-1-(2-Hydroxyethyl)-3,4-dihydro-1H-2-benzopyran-6-yl]methyl}-1,3-oxazolidin-2-one was reacted with methanesulfonyl chloride, as described for the preparation of 2-[(1S)-6-(aminocarbonyl)-3,4-dihydro-1H-2-benzopyran-1-yl]ethyl methanesulfonate. The resultant crude mesylate was then condensed with (3R)-1-(6-cyano-1-naphthyl)-3-methylpiperazine, as described for Example 1b), to yield the title compound. M+H=511. The reactants are S(C)(=O)(=O)[O-] (mesylate), OCC[C@@H]1OCCC2=C1C=CC(=C2)CN2C(OCC2)=O (3-{[(1S)-1-(2-Hydroxyethyl)-3,4-dihydro-1H-2-benzopyran-6-yl]methyl}-1,3-oxazolidin-2-one), CS(=O)(=O)Cl (methanesulfonyl chloride), C(#N)C=1C=C2C=CC=C(C2=CC1)N1C[C@H](NCC1)C ((3R)-1-(6-cyano-1-naphthyl)-3-methylpiperazine), CS(=O)(=O)OCC[C@@H]1OCCC2=C1C=CC(=C2)C(=O)N (2-[(1S)-6-(aminocarbonyl)-3,4-dihydro-1H-2-benzopyran-1-yl]ethyl methanesulfonate). Reactants: BrC=1C=C(C2=C(C=CO2)C1)C (5-bromo-7-methyl-benzofuran), BrN1C(CCC1=O)=O (N-bromosuccinimide). The reagents and catalysts are C(C1=CC=CC=C1)(=O)OOC(C1=CC=CC=C1)=O (benzoyl peroxide), [W] (tungsten), C(C1=CC=CC=C1)(=O)OOC(C1=CC=CC=C1)=O (benzoyl peroxide). The solvent is C(Cl)(Cl)Cl (chloroform), C(Cl)(Cl)(Cl)Cl (carbon tetrachloride). The product is BrC=1C=C(C2=C(C=CO2)C1)CBr (5-Bromo-7-bromomethyl-benzofuran). The yield is 113.1%. RXN SMILES: [Br:1][C:2]1[CH:3]=[C:4]([CH3:11])[C:5]2[O:9][CH:8]=[CH:7][C:6]=2[CH:10]=1.[Br:12]N1C(=O)CCC1=O>C(Cl)(Cl)(Cl)Cl.C(Cl)(Cl)Cl.[W].C(OOC(=O)C1C=CC=CC=1)(=O)C1C=CC=CC=1>[Br:1][C:2]1[CH:3]=[C:4]([CH2:11][Br:12])[C:5]2[O:9][CH:8]=[CH:7][C:6]=2[CH:10]=1. Procedure details: A mixture of 5-bromo-7-methyl-benzofuran (1.01 g), N-bromosuccinimide (1.04 g) and benzoyl peroxide (58 mg) in carbon tetrachloride (10 ml) was heated at reflux for 4 h under a 250 W tungsten lamp. A further portion of benzoyl peroxide (58 mg) was added and heating and irradiation continued for a total of 9 h. The reaction mixture was allowed to cool, diluted with chloroform (30 ml) and washed with 2N sodium hydroxide (40 ml) and then brine (40 ml). The organic phase was dried, filtered and the ...